Dataset: the Open Reaction Database (ORD), a public repository of structured organic reaction records. Task: describe an organic reaction: reactants, conditions, products, and yield Procedure: Following the procedure described in Naphthol 5, Step 8, but substituting 1-cyano-3-carboxy-6-naphthol from Step 4 for 1-(2-thiazolyl)-3-carboxy-6-naphthol, the title product was obtained as an orange solid. Starting materials: S1C(=NC=C1)C1=CC(=CC2=CC(=CC=C12)O)C(=O)O (1-(2-thiazolyl)-3-carboxy-6-naphthol), C=1C=CC=2C(C1)=CC=CC2O (Naphthol). RXN SMILES: S1C=C[N:3]=[C:2]1[C:6]1[C:15]2[C:10](=[CH:11][C:12]([OH:16])=[CH:13][CH:14]=2)[CH:9]=[C:8]([C:17]([OH:19])=[O:18])[CH:7]=1.[CH:20]1C=CC2C(=CC=CC=2O)C=1>>[C:2]([C:6]1[C:15]2[C:10](=[CH:11][C:12]([OH:16])=[CH:13][CH:14]=2)[CH:9]=[C:8]([C:17]([O:19][CH3:20])=[O:18])[CH:7]=1)#[N:3]. The product is C(#N)C1=CC(=CC2=CC(=CC=C12)O)C(=O)OC (1-Cyano-3-carbomethoxy-6-naphthol). Starting materials: ice water, COC1=CC=C(CNC=2C3=CC=CC=C3N=C3CCCC(C23)=O)C=C1 (3,4-Dihydro-9-(4-methoxybenzylamino)acridin-1(2H)-one), [H-].[Al+3].[Li+].[H-].[H-].[H-] (lithium aluminum hydride). Reaction SMILES: [CH3:1][O:2][C:3]1[CH:25]=[CH:24][C:6]([CH2:7][NH:8][C:9]2[C:10]3[C:15]([N:16]=[C:17]4[C:22]=2[C:21](=[O:23])[CH2:20][CH2:19][CH2:18]4)=[CH:14][CH:13]=[CH:12][CH:11]=3)=[CH:5][CH:4]=1.[H-].[Al+3].[Li+].[H-].[H-].[H-]>C1COCC1>[CH3:1][O:2][C:3]1[CH:4]=[CH:5][C:6]([CH2:7][NH:8][C:9]2[C:10]3[C:15]([N:16]=[C:17]4[C:22]=2[CH:21]([OH:23])[CH2:20][CH2:19][CH2:18]4)=[CH:14][CH:13]=[CH:12][CH:11]=3)=[CH:24][CH:25]=1 |f:1.2.3.4.5.6|. The product is COC1=CC=C(CNC=2C3=CC=CC=C3N=C3CCCC(C23)O)C=C1 (9-(4-Methoxybenzylamino)-1,2,3,4-tetrahydroacridin-1-ol). Procedure: 3,4-Dihydro-9-(4-methoxybenzylamino)acridin-1(2H)-one (4.25 g) was dissolved in 75 ml of dry THF and chilled with ice-water. 1M lithium aluminum hydride in THF (7.0 ml) was then added dropwise. After 15 minutes the reaction was quenched by the sequential dropwise addition of 0.4 ml of water, 0.4 ml of 15% sodium hydride and 1.2 ml of water. The inorganic salts were filtered off, the solvents were evaporated, and the residue recrystallized from dichloromethane-ether to give 3.0 g of analytically ... Run in C1CCOC1 (THF), C1CCOC1 (THF). Starting materials: N1=CC=CC=C1 (pyridine), C(C1=CC=CC=C1)O[C@H](CCO)CCCCC (3(S)-benzyloxy-1-octanol). Reagents/catalysts: [O-2].[O-2].[O-2].[Cr+6] (Chromium trioxide). The solvent is C(Cl)Cl (methylene chloride), C(Cl)Cl (methylene chloride). Reaction conditions: temperature 25 celsius. Yields the product C(C1=CC=CC=C1)O[C@H](CC=O)CCCCC (3(S)-Benzyloxy-1-octanal). RXN SMILES: N1C=CC=CC=1.[CH2:7]([O:14][C@@H:15]([CH2:19][CH2:20][CH2:21][CH2:22][CH3:23])[CH2:16][CH2:17][OH:18])[C:8]1[CH:13]=[CH:12][CH:11]=[CH:10][CH:9]=1>C(Cl)Cl.[O-2].[O-2].[O-2].[Cr+6]>[CH2:7]([O:14][C@@H:15]([CH2:19][CH2:20][CH2:21][CH2:22][CH3:23])[CH2:16][CH:17]=[O:18])[C:8]1[CH:13]=[CH:12][CH:11]=[CH:10][CH:9]=1 |f:3.4.5.6|. Procedure details: Chromium trioxide (6.0 g., 0.06 mole) is added to a mechanically-stirred solution of dry pyridine (9.49 g., 0.12 mole) in methylene chloride (150 ml.) maintained at 0°-5° C. under a nitrogen atmosphere. The resulting reaction mixture is warmed to 25° C., stirred at 25° C. for 1/3 hour, and treated with a solution of 3(S)-benzyloxy-1-octanol (2.37 g., 0.01 mole) in methylene chloride (2 ml.) which initiates precipitation of a black, intractable precipitate. After stirring at 25° C. for 1/4 hour, ... Starting materials: solid, Cl.Cl.O1C=C(C=C2C1=CC=C2)C2N(CCCC2)CC[C@@H]2CC[C@H](CC2)N (trans-4-[2-(4-benzofuran-3-yl-piperidin-1-yl)-ethyl]-cyclohexylamine dihydrochloride), Cl.Cl.O1C=C(C=C2C1=CC=C2)C2N(CCCC2)CC[C@@H]2CC[C@H](CC2)N (trans-4-[2-(4-benzofuran-3-yl-piperidin-1-yl)-ethyl]-cyclohexylamine dihydrochloride), OC(CC(=O)O)(C)C (3-hydroxy-3-methyl-butyric acid). Yields the product O1C=C(C=C2C1=CC=C2)C2N(CCCC2)CC[C@@H]2CC[C@H](CC2)NC(CC(C)(C)O)=O (trans-N-{4-[2-(4-Benzofuran-3-yl-piperidin-1-yl)-ethyl]-cyclohexyl}-3-hydroxy-3-methyl-butyramide). Reaction SMILES: Cl.Cl.[O:3]1[C:8]2=[CH:9][CH:10]=[CH:11][C:7]2=[CH:6][C:5]([CH:12]2[CH2:17][CH2:16][CH2:15][CH2:14][N:13]2[CH2:18][CH2:19][C@H:20]2[CH2:25][CH2:24][C@H:23]([NH2:26])[CH2:22][CH2:21]2)=[CH:4]1.[OH:27][C:28]([CH3:34])([CH3:33])[CH2:29][C:30](O)=[O:31]>>[O:3]1[C:8]2=[CH:9][CH:10]=[CH:11][C:7]2=[CH:6][C:5]([CH:12]2[CH2:17][CH2:16][CH2:15][CH2:14][N:13]2[CH2:18][CH2:19][C@H:20]2[CH2:21][CH2:22][C@H:23]([NH:26][C:30](=[O:31])[CH2:29][C:28]([OH:27])([CH3:34])[CH3:33])[CH2:24][CH2:25]2)=[CH:4]1 |f:0.1.2|. Reported procedure: The title compound, light yellow solid (59 mg, 55%), MS (ISP) m/z=427.3 [(M+H)+], mp 150° C., was prepared in accordance with the general method of example 1 from trans-4-[2-(4-benzofuran-3-yl-piperidin-1-yl)-ethyl]-cyclohexylamine dihydrochloride (intermediate A) (100 mg, 0.25 mmol) and 3-hydroxy-3-methyl-butyric acid.